This data is from the Open Reaction Database (ORD), a public repository of structured organic reaction records. The task is: describe an organic reaction: reactants, conditions, products, and yield Run at temperature 100 celsius. Reported procedure: An autoclave was charged with 89.0 g. (0.5 mole) of 2-chloro-6-fluorobenzyl chloride, 170.0 g. (10 mole) ammonia and 50 ml. benzene. The reaction vessel was sealed and the contents heated at 100° C. for 15 hours. The excess ammonia was carefully evaporated off from the cooled contents of the autoclave with a stream of nitrogen. The residue was washed with water, and the organic phase after drying with anhydrous MgSO4, fractionated to afford 72.4 g. (90%) of product as a clear liquid; b.p. 99°-10... Run in C1=CC=CC=C1 (benzene). The reactants are ClC1=C(CCl)C(=CC=C1)F (2-chloro-6-fluorobenzyl chloride), N (ammonia), product. As a reaction SMILES: [Cl:1][C:2]1[CH:9]=[CH:8][CH:7]=[C:6]([F:10])[C:3]=1[CH2:4]Cl.[NH3:11]>C1C=CC=CC=1>[Cl:1][C:2]1[CH:9]=[CH:8][CH:7]=[C:6]([F:10])[C:3]=1[CH2:4][NH2:11]. Product: ClC1=C(CN)C(=CC=C1)F (2-Chloro-6-fluorobenzylamine). Starting materials: NC1=C(C(=O)N(CC)CC)C=C(C=C1)C=1C=NN(C1)CCCO (2-amino-N,N-diethyl-5-[1-(3-hydroxypropyl)-1H-pyrazol-4-yl]benzamide), NC1=C(C(=O)NCC)C=C(C=C1)Br (2-amino-5-bromo-N-ethylbenzamide), NC1=C(C(=O)NCC)C=C(C=C1)Br (2-amino-5-bromo-N-ethylbenzamide). The product is NC1=C(C(=O)NCC)C=C(C=C1)C=1C=NN(C1)CCCO (2-amino-N-ethyl-5-[1-(3-hydroxypropyl)-1H-pyrazol-4-yl]benzamide). Isolated yield 37.0%. As a reaction SMILES: [NH2:1][C:2]1[CH:14]=[CH:13][C:12]([C:15]2[CH:16]=[N:17][N:18]([CH2:20][CH2:21][CH2:22][OH:23])[CH:19]=2)=[CH:11][C:3]=1[C:4]([N:6](CC)[CH2:7][CH3:8])=[O:5].NC1C=CC(Br)=CC=1C(NCC)=O>>[NH2:1][C:2]1[CH:14]=[CH:13][C:12]([C:15]2[CH:16]=[N:17][N:18]([CH2:20][CH2:21][CH2:22][OH:23])[CH:19]=2)=[CH:11][C:3]=1[C:4]([NH:6][CH2:7][CH3:8])=[O:5]. Reported procedure: Prepared analogously to Compound 3C replacing Compound 3D with 2-amino-5-bromo-N-ethylbenzamide (Compound 9D, 1.40 g, 5.77 mmol) to afford 729 mg of the title compound (37%). 1H NMR (400 MHz, CD3OD) δ 7.87 (s, 1H), 7.76 (d, J=0.5 Hz, 1H), 7.63 (d, J=2.0 Hz, 1H), 7.34-7.41 (m, 1H), 6.77 (d, J=8.3 Hz, 1H), 4.25 (t, J=6.9 Hz, 2H), 3.54 (t, J=6.2 Hz, 2H), 3.38 (q, J=7.2 Hz, 2H), 2.06 (quin, J=6.6 Hz, 2H), 1.23 (t, J=7.2 Hz, 3H). MS (ESI): m/z 289.32 [M+H]+. UPLC: tR=0.63 min (UPLC-SQD: analytical—2 ... Reactants: solution, C[Si](C)(C)[N-][Si](C)(C)C.[Li+] (lithium bis(trimethylsilyl)amide), ClC1=CC=C(C=C1)C=1C=C(C(=NC1C1=C(C=C(C=C1)Cl)Cl)OCC(=O)OCC)C#N (Ethyl {[5-(4-chlorophenyl)-3-cyano-6-(2,4-dichlorophenyl)pyridin-2-yl]oxy}acetate). Run in C1CCOC1 (THF), C1CCOC1 (THF). Reaction conditions: temperature 0 celsius, time 30 minute. The product is NC1=C(OC2=NC(=C(C=C21)C2=CC=C(C=C2)Cl)C2=C(C=C(C=C2)Cl)Cl)C(=O)OCC (Ethyl 3-amino-5-(4-chlorophenyl)-6-(2,4-dichlorophenyl)furo[2,3-b]pyridine-2-carboxylate). Reaction SMILES: [Cl:1][C:2]1[CH:7]=[CH:6][C:5]([C:8]2[CH:9]=[C:10]([C:29]#[N:30])[C:11]([O:22][CH2:23][C:24]([O:26][CH2:27][CH3:28])=[O:25])=[N:12][C:13]=2[C:14]2[CH:19]=[CH:18][C:17]([Cl:20])=[CH:16][C:15]=2[Cl:21])=[CH:4][CH:3]=1.C[Si]([N-][Si](C)(C)C)(C)C.[Li+]>C1COCC1>[NH2:30][C:29]1[C:10]2[C:11](=[N:12][C:13]([C:14]3[CH:19]=[CH:18][C:17]([Cl:20])=[CH:16][C:15]=3[Cl:21])=[C:8]([C:5]3[CH:4]=[CH:3][C:2]([Cl:1])=[CH:7][CH:6]=3)[CH:9]=2)[O:22][C:23]=1[C:24]([O:26][CH2:27][CH3:28])=[O:25] |f:1.2|. Procedure: A solution of the product from Step B (0.130 g; 0.282 mmol) in THF (3 mL) cooled to 0° C. was treated with 1 M solution of lithium bis(trimethylsilyl)amide in THF (0.85 mL; 0.85 mmol) and stirred at 0° C. under nitrogen for 30 minutes. The reaction mixture was quenched at 0° C. with 10% aqueous NaHSO4 solution. The reaction mixture was partitioned between ethyl acetate and 10% NaHSO4 aqueous solution. The organic layer was washed twice with saturated NaHCO3 solution, brine, dried (Na2SO4), filte... The reactants are O=C1CC2C(CC(OC(=O)c3ccccc3)C2C2OCCO2)O1, C[O-], CO, [Na+]. Product: O=C1CC2C(CC(O)C2C2OCCO2)O1. As a reaction SMILES: [C:1](=[O:2])([c:3]1[cH:4][cH:5][cH:6][cH:7][cH:8]1)[O:9][CH:10]1[CH:11]([CH:19]2[O:20][CH2:21][CH2:22][O:23]2)[CH:12]2[CH2:13][C:14](=[O:18])[O:15][CH:16]2[CH2:17]1.[CH3:24][O-:25].[CH3:27][OH:28].[Na+:26]>>[OH:9][CH:10]1[CH:11]([CH:19]2[O:20][CH2:21][CH2:22][O:23]2)[CH:12]2[CH2:13][C:14](=[O:18])[O:15][CH:16]2[CH2:17]1. Starting materials: [BH4-], C1CCOC1, CO, NC(=O)C1CCC(C(F)(F)F)CC1, I, [Na+]. Yields the product NCC1CCC(C(F)(F)F)CC1. RXN SMILES: [BH4-:14].[CH2:19]1[O:20][CH2:21][CH2:22][CH2:23]1.[CH3:17][OH:18].[F:1][C:2]([CH:3]1[CH2:4][CH2:5][CH:6]([C:9](=[O:10])[NH2:11])[CH2:7][CH2:8]1)([F:12])[F:13].[I:16].[Na+:15]>>[F:1][C:2]([CH:3]1[CH2:4][CH2:5][CH:6]([CH2:9][NH2:11])[CH2:7][CH2:8]1)([F:12])[F:13]. Reactants: [N+](=O)([O-])C1=C(C=O)C=CC=C1 (2-nitrobenzaldehvde), N1=CC=C(C=C1)C (4-picoline), C(C)(=O)OC(C)=O (acetic anhydride). Solvent: ice water. Product: N1=CC=C(C=C1)/C=C/C1=C(C=CC=C1)[N+](=O)[O-] ((E)-2-[2-(4-pyridyl)ethenyl]-1-nitrobenzene). Yield: 99.1%. As a reaction SMILES: [N+:1]([C:4]1[CH:11]=[CH:10][CH:9]=[CH:8][C:5]=1[CH:6]=O)([O-:3])=[O:2].[N:12]1[CH:17]=[CH:16][C:15]([CH3:18])=[CH:14][CH:13]=1.C(OC(=O)C)(=O)C>>[N:12]1[CH:17]=[CH:16][C:15](/[CH:18]=[CH:6]/[C:5]2[CH:8]=[CH:9][CH:10]=[CH:11][C:4]=2[N+:1]([O-:3])=[O:2])=[CH:14][CH:13]=1. Reported procedure: To 15.1 g of 2-nitrobenzaldehvde was added 9.3 g of 4-picoline followed by addition of 5 ml of acetic anhydride and the mixture was refluxed for 12 hours. This reaction mixture was poured in ice-water, made basic with 2N--NaOH, and extracted with chloroform. The extract was dehydrated over anhydrous magnesium sulfate and the solvent was evaporated off to provide 22.40 g of (E)-2-[2-(4-pyridyl)ethenyl]-1-nitrobenzene. This product was treated as in Reference Example 2 (2) to provide the title com...